From a dataset of the Open Reaction Database (ORD), a public repository of structured organic reaction records. describe an organic reaction: reactants, conditions, products, and yield Reactants: CC(=O)O (HOAc), C(#N)C=1N=CC(=NC1NC1=CC(=NS1)C)N[C@@H](C(=O)N)CC(C)C ((R)-2-(5-cyano-6-(3-methylisothiazol-5-ylamino)pyrazin-2-ylamino)-4-methylpentanamide), [OH-].[Na+] (NaOH), OO (H2O2). Solvent: CCO (EtOH), CS(=O)C (DMSO). Run at time 60 minute. The product is NC([C@@H](CC(C)C)NC=1N=C(C(=NC1)C(=O)N)NC1=CC(=NS1)C)=O ((R)-5-(1-amino-4-methyl-1-oxopentan-2-ylamino)-3-(3-methylisothiazol-5-ylamino)pyrazine-2-carboxamide). As a reaction SMILES: [C:1]([C:3]1[N:4]=[CH:5][C:6]([NH:16][C@H:17]([CH2:21][CH:22]([CH3:24])[CH3:23])[C:18]([NH2:20])=[O:19])=[N:7][C:8]=1[NH:9][C:10]1[S:14][N:13]=[C:12]([CH3:15])[CH:11]=1)#[N:2].[OH-].[Na+].OO.CC(O)=[O:31]>CCO.CS(C)=O>[NH2:20][C:18](=[O:19])[C@H:17]([NH:16][C:6]1[N:7]=[C:8]([NH:9][C:10]2[S:14][N:13]=[C:12]([CH3:15])[CH:11]=2)[C:3]([C:1]([NH2:2])=[O:31])=[N:4][CH:5]=1)[CH2:21][CH:22]([CH3:24])[CH3:23] |f:1.2|. Procedure: The compound (R)-2-(5-cyano-6-(3-methylisothiazol-5-ylamino)pyrazin-2-ylamino)-4-methylpentanamide (17 mg, 0.049 mmol) was dissolved in EtOH (1 mL) and DMSO (0.5 mL), aq. 1N NaOH (0.50 mL) and aq. H2O2 (30%, 0.50 mL) were added. The mixture was stirred at room temperature for 60 min. HOAc (0.1 mL) was added. The mixture was then concentrated in vacuo. The residue was purified by HPLC to give the titled compound (7 mg). MS 364.3 (M+H); UV 210.2, 275.0, 323.7 nm; t 0.458 min. Starting materials: CC=1C(C(=C(C(C1C)=O)C)CCCCCC(=O)OCC)=O (2,3,5-trimethyl-6-(5'-ethoxycarbonylpentyl)-1,4-benzoquinone), ethylester, [H-].[Al+3].[Li+].[H-].[H-].[H-] (lithium aluminum hydride). The solvent is C(C)OCC (diethyl ether). Yields the product CC1=C(O)C(=C(C(=C1C)O)C)CCCCCCO (2,3,5-trimethyl-6-(6'-hydroxyhexyl)-hydroquinone). As a reaction SMILES: [CH3:1][C:2]1[C:3](=[O:21])[C:4]([CH2:11][CH2:12][CH2:13][CH2:14][CH2:15][C:16](OCC)=[O:17])=[C:5]([CH3:10])[C:6](=[O:9])[C:7]=1[CH3:8].[H-].[Al+3].[Li+].[H-].[H-].[H-]>C(OCC)C>[CH3:1][C:2]1[C:7]([CH3:8])=[C:6]([OH:9])[C:5]([CH3:10])=[C:4]([CH2:11][CH2:12][CH2:13][CH2:14][CH2:15][CH2:16][OH:17])[C:3]=1[OH:21] |f:1.2.3.4.5.6|. Procedure details: A solution of 2,3,5-trimethyl-6-(5'-ethoxycarbonylpentyl)-1,4-benzoquinone (formula I-2 wherein R=H3C, n=4, in the form of ethylester) (0.1 part) in diethyl ether (10 volume parts) was treated with lithium aluminum hydride in the same manner as Example 53 to give 2,3,5-trimethyl-6-(6'-hydroxyhexyl)-hydroquinone (formula III-2 wherein R=H3C, n=4, in the free form). The product was treated with ferric chloride in the same manner as Example 53 and then crystallized from diethyl ether. The procedure...